Dataset: the Open Reaction Database (ORD), a public repository of structured organic reaction records. Task: describe an organic reaction: reactants, conditions, products, and yield Starting materials: N1=CC=NC2=CC(=CC=C12)C(=O)O (quinoxaline-6-carboxylic acid), O=S(Cl)Cl (SOCl2). Conditions: temperature 80 celsius, time 3 hour. Yields the product N1=CC=NC2=CC(=CC=C12)C(=O)Cl (Quinoxaline-6-carbonyl chloride). Reaction SMILES: [N:1]1[C:10]2[C:5](=[CH:6][C:7]([C:11]([OH:13])=O)=[CH:8][CH:9]=2)[N:4]=[CH:3][CH:2]=1.O=S(Cl)[Cl:16]>>[N:1]1[C:10]2[C:5](=[CH:6][C:7]([C:11]([Cl:16])=[O:13])=[CH:8][CH:9]=2)[N:4]=[CH:3][CH:2]=1. Procedure: A suspension of quinoxaline-6-carboxylic acid (1.8 g, 10.3 mmole) (Chem. Ber. 1953, 86, 1295) in SOCl2 (30 ml) was stirred at 80° C. for 3 h. The resulting yellow solution was concentrated by distillation, and the residue treated with toluene and concentrated to dryness in vacuo giving a pale beige solid (2.0 g, quant.). m/z [ESMS]: 203 [M+EtOH−Cl]+. The reactants are N1N=C(C=C1C(=O)OCC)C(=O)OCC (diethyl pyrazole-3,5-dicarboxylate), BrCC(=O)C1=CC=C(C=C1)C(C)(C)C (2-bromo-1-(4-tert-butyl-phenyl)-ethanone), C([O-])([O-])=O.[K+].[K+] (potassium carbonate). The solvent is CC(=O)C (acetone). Reaction conditions: time 8 hour. The product is C(C)OC(=O)C1=NN(C(=C1)C(=O)OCC)CC(=O)C1=CC=C(C=C1)C(C)(C)C (1-[2-(4-tert-butyl-phenyl)-2-oxoethyl]-1H-pyrazole-3,5-dicarboxylic acid diethyl ester). As a reaction SMILES: [NH:1]1[C:5]([C:6]([O:8][CH2:9][CH3:10])=[O:7])=[CH:4][C:3]([C:11]([O:13][CH2:14][CH3:15])=[O:12])=[N:2]1.Br[CH2:17][C:18]([C:20]1[CH:25]=[CH:24][C:23]([C:26]([CH3:29])([CH3:28])[CH3:27])=[CH:22][CH:21]=1)=[O:19].C(=O)([O-])[O-].[K+].[K+]>CC(C)=O>[CH2:9]([O:8][C:6]([C:5]1[CH:4]=[C:3]([C:11]([O:13][CH2:14][CH3:15])=[O:12])[N:2]([CH2:17][C:18]([C:20]2[CH:25]=[CH:24][C:23]([C:26]([CH3:29])([CH3:28])[CH3:27])=[CH:22][CH:21]=2)=[O:19])[N:1]=1)=[O:7])[CH3:10] |f:2.3.4|. Reported procedure: A solution of 849 mg (4.00 mmol) diethyl pyrazole-3,5-dicarboxylate and 1.02 g (4.00 mmol) 2-bromo-1-(4-tert-butyl-phenyl)-ethanone in 4 ml acetone is treated with 663 mg (4.80 mmol) potassium carbonate. The resulting suspension is stirred overnight at room temperature. The reaction mixture is partitioned between water and dichloromethane. The organic phase is dried over sodium sulfate and evaporated to give 1-[2-(4-tert-butyl-phenyl)-2-oxoethyl]-1H-pyrazole-3,5-dicarboxylic acid diethyl ester a... The reactants are C(C)OOP(=O)(OOCC)C(C(=O)OCC)CC(P(=O)(OOCC)OOCC)P(=O)(OOCC)OOCC (ethyl 2,4,4-tris(diethoxyphosphono)butyrate). Run in Cl (hydrochloric acid), Cl (hydrogen chloride). Reaction conditions: temperature 100 celsius, time 16 hour. The product is P(=O)(O)(O)C(C(=O)O)CC(P(=O)(O)O)P(=O)(O)O (2,4,4-triphosphonobutyric acid). RXN SMILES: C(O[O:4][P:5]([CH:11]([CH2:17][CH:18]([P:29]([O:35]OCC)([O:31]OCC)=[O:30])[P:19]([O:25]OCC)([O:21]OCC)=[O:20])[C:12]([O:14]CC)=[O:13])([O:7]OCC)=[O:6])C>Cl>[P:5]([CH:11]([CH2:17][CH:18]([P:19]([OH:21])([OH:25])=[O:20])[P:29]([OH:31])([OH:35])=[O:30])[C:12]([OH:14])=[O:13])([OH:6])([OH:7])=[O:4]. Reported procedure: 190 g of ethyl 2,4,4-tris(diethoxyphosphono)butyrate are dissolved in 600 ml of concentrated hydrochloric acid and stirred at 100° C. for 16 hours, hydrogen chloride being passed in at the same time. The reaction mixture is then evaporated to dryness, and the residue is dissolved in water and converted into the dipotassium salt using the appropriate amount of KOH. The dipotassium salt was recrystallized from aqueous methanol. 88.5 g (60% of theory) of the product are obtained. Starting materials: C(NC1=CC=CC=C1)(OC1CCCCC1)=O (cyclohexyl carbanilate). The solvent is CC(C)O (2-propanol). Run at time 3 hour. The product is C1(CCCCC1)NC(OC1CCCCC1)=O (cyclohexyl cyclohexylcarbamate). Yield: 99.0%. RXN SMILES: [C:1](=[O:16])([O:9][CH:10]1[CH2:15][CH2:14][CH2:13][CH2:12][CH2:11]1)[NH:2][C:3]1[CH:8]=[CH:7][CH:6]=[CH:5][CH:4]=1>CC(O)C>[CH:3]1([NH:2][C:1](=[O:16])[O:9][CH:10]2[CH2:15][CH2:14][CH2:13][CH2:12][CH2:11]2)[CH2:4][CH2:5][CH2:6][CH2:7][CH2:8]1. Procedure: A mixture of 21.9 g. (0.10 mole) of cyclohexyl carbanilate, 77 ml. of 2-propanol, and 3.0 g. of 5% on carbon was added to a 0.5-1., glass, low pressure, Parr (trademark) shaker bottle. The apparatus was assembled, purged first with nitrogen and then with hydrogen, and pressured with hydrogen to 50 psig. The reaction mixture was agitated at room temperature and 50 to 25 psig for 3.0 hr., followed by an additional 0.8 hr. with little or no gas absorption. The reaction product was filtered through ... The reactants are Cl.S1C(=CC=C1)CC(=O)O (2-(thien-2-yl)acetic acid hydrochloride), C(C1=CC=CC=C1)[C@@H]1C[C@H](NC1)C(=O)NC1=CC=C(C=C1)OC1=CC=C(C=C1)F ((2S,4R)-4-benzyl-N-(4-(4-fluorophenoxy)phenyl)pyrrolidine-2-carboxamide). Product: Compound 117, C(C1=CC=CC=C1)[C@@H]1C[C@H](N(C1)C(CC=1SC=CC1)=O)C(=O)NC1=CC=C(C=C1)OC1=CC=C(C=C1)F ((2S,4R)-4-benzyl-N-(4-(4-fluorophenoxy)phenyl)-1-(2-(thien-2-yl)acetyl)pyrrolidine-2-carboxamide). Yield: 39.8%. Reaction SMILES: Cl.[S:2]1[CH:6]=[CH:5][CH:4]=[C:3]1[CH2:7][C:8]([OH:10])=O.[CH2:11]([C@H:18]1[CH2:22][NH:21][C@H:20]([C:23]([NH:25][C:26]2[CH:31]=[CH:30][C:29]([O:32][C:33]3[CH:38]=[CH:37][C:36]([F:39])=[CH:35][CH:34]=3)=[CH:28][CH:27]=2)=[O:24])[CH2:19]1)[C:12]1[CH:17]=[CH:16][CH:15]=[CH:14][CH:13]=1>>[CH2:11]([C@H:18]1[CH2:22][N:21]([C:8](=[O:10])[CH2:7][C:3]2[S:2][CH:6]=[CH:5][CH:4]=2)[C@H:20]([C:23]([NH:25][C:26]2[CH:31]=[CH:30][C:29]([O:32][C:33]3[CH:34]=[CH:35][C:36]([F:39])=[CH:37][CH:38]=3)=[CH:28][CH:27]=2)=[O:24])[CH2:19]1)[C:12]1[CH:13]=[CH:14][CH:15]=[CH:16][CH:17]=1 |f:0.1|. Procedure details: Proceeding as in Example 1, but substituting 2-(thien-2-yl)acetic acid hydrochloride and (2S,4R)-4-benzyl-N-(4-(4-fluorophenoxy)phenyl)pyrrolidine-2-carboxamide, gave Compound 117, (2S,4R)-4-benzyl-N-(4-(4-fluorophenoxy)phenyl)-1-(2-(thien-2-yl)acetyl)pyrrolidine-2-carboxamide (12.3 mg, 39.8%); Major isomer: 1H-NMR (400 MHz, DMSO-D6): σ 10.34 (s, 1H), 7.55-7.60 (m, 2H), 7.37-7.39 (m, 2H), 7.28-7.32 (m, 2H), 7.17-7.23 (m, 5H), 6.94-7.03 (m, 6H), 4.48-4.51 (m, 1H), 3.90 (d, 2H), 3.75-3.80 (m 1H), ...